This data is from the Open Reaction Database (ORD), a public repository of structured organic reaction records. The task is: describe an organic reaction: reactants, conditions, products, and yield The reactants are O1C(=NCC1)C1=CC=C(CC2CCNCC2)C=C1 (4-[4-(2-oxazolin-2-yl)benzyl]piperidine), C(C)(C)(C)OC(=O)N1CCC(CC1)CC1=CC=C(C=C1)C=1OCCN1 (1-tert.butoxycarbonyl-4-[4-(2-oxazolin-2-yl)benzyl]piperidine), FC(C(=O)O)(F)F (trifluoroacetic acid). The product is O1C(=NCC1)C1=CC=C(C=C2CCNCC2)C=C1 (4-[4-(2-Oxazolin-2-yl)benzylidene]piperidine). RXN SMILES: [O:1]1[CH2:5][CH2:4][N:3]=[C:2]1[C:6]1[CH:18]=[CH:17][C:9]([CH2:10][CH:11]2[CH2:16][CH2:15][NH:14][CH2:13][CH2:12]2)=[CH:8][CH:7]=1.C(OC(N1CCC(CC2C=CC(C3OCCN=3)=CC=2)CC1)=O)(C)(C)C.FC(F)(F)C(O)=O>>[O:1]1[CH2:5][CH2:4][N:3]=[C:2]1[C:6]1[CH:7]=[CH:8][C:9]([CH:10]=[C:11]2[CH2:12][CH2:13][NH:14][CH2:15][CH2:16]2)=[CH:17][CH:18]=1. Reported procedure: 4-[4-(2-oxazolin-2-yl)benzyl]piperidine from 1-tert.butoxycarbonyl-4-[4-(2-oxazolin-2-yl)benzyl]piperidine and trifluoroacetic acid. Melting point: 110° C. The reactants are [N+](=O)([O-])C1=CC=C(C=C1)C=1C(=NC2=CC=CC=C2C1)S(=O)(=O)C1=NC2=CC=CC=C2C=C1C1=CC=C(C=C1)[N+](=O)[O-] (4--Nitrophenyl-2-quinolylsulfone), CN(C)C=O (DMF). Reagents/catalysts: [Pd] (Pd/C). Solvent: C(C)O (ethanol). Product: NC1=CC=C(C=C1)S(=O)C1=NC2=CC=CC=C2C=C1 (2-(4-aminophenylsulfinyl)quinoline). As a reaction SMILES: [N+](C1C=CC([C:10]2[C:11]([S:20](C3C(C4C=CC([N+]([O-])=O)=CC=4)=CC4C(=CC=CC=4)N=3)(=O)=[O:21])=[N:12][C:13]3[C:18]([CH:19]=2)=[CH:17][CH:16]=[CH:15][CH:14]=3)=CC=1)([O-])=O.C[N:43]([CH:45]=O)C>C(O)C.[Pd]>[NH2:43][C:45]1[CH:17]=[CH:18][C:13]([S:20]([C:11]2[CH:10]=[CH:19][C:18]3[C:13](=[CH:14][CH:15]=[CH:16][CH:17]=3)[N:12]=2)=[O:21])=[CH:14][CH:15]=1. Reported procedure: 4--Nitrophenyl-2-quinolylsulfone (9.0 mmoles, 2.7 g) was dissolved in 200 ml ethanol and 75 ml DMF and was then hydrogenated over 2.2 g 5% Pd/C at room temperature for 3 hr. The reaction mixture was then filtered through celite and condensed to afford 2-(4-aminophenylsulfinyl)quinoline. Reactants: CN1C=CC2=CC=CC=C12 (1-methyl-1H-indole), [Cl-].O(C1=CC=CC=C1)C=1C=C(C=[N+](C)C)C=CC1 ((3-phenoxy-benzylidene)-dimethylammonium chloride), O(C1=CC=CC=C1)C=1C=C(C=O)C=CC1 (3-phenoxy-benzaldehyde), CNC (dimethylamine). The product is CN(C(C1=CC(=CC=C1)OC1=CC=CC=C1)C1=CN(C2=CC=CC=C12)C)C (Dimethyl-[(1-methyl-1H-indol-3-yl)-(3-phenoxy-phenyl)-methyl]-amine). RXN SMILES: [CH3:1][N:2]1[C:10]2[C:5](=[CH:6][CH:7]=[CH:8][CH:9]=2)[CH:4]=[CH:3]1.[Cl-].[O:12]([C:19]1[CH:20]=[C:21]([CH:26]=[CH:27][CH:28]=1)[CH:22]=[N+:23]([CH3:25])[CH3:24])[C:13]1[CH:18]=[CH:17][CH:16]=[CH:15][CH:14]=1.O(C1C=C(C=CC=1)C=O)C1C=CC=CC=1.CNC>>[CH3:24][N:23]([CH3:25])[CH:22]([C:4]1[C:5]2[C:10](=[CH:9][CH:8]=[CH:7][CH:6]=2)[N:2]([CH3:1])[CH:3]=1)[C:21]1[CH:26]=[CH:27][CH:28]=[C:19]([O:12][C:13]2[CH:18]=[CH:17][CH:16]=[CH:15][CH:14]=2)[CH:20]=1 |f:1.2|. Procedure: The preparation was carried out in accordance with general synthesis instructions 4 from 1-methyl-1H-indole and (3-phenoxy-benzylidene)-dimethylammonium chloride, which had been prepared in accordance with example 44 from 3-phenoxy-benzaldehyde and dimethylamine.